From a dataset of the Open Reaction Database (ORD), a public repository of structured organic reaction records. describe an organic reaction: reactants, conditions, products, and yield Starting materials: [Br-], CN(C)c1ccc(-c2ccc(Br)cc2)c(C=O)c1, C1CCOC1, [Li]CCCC, C[P+](c1ccccc1)(c1ccccc1)c1ccccc1. Product: C=Cc1cc(N(C)C)ccc1-c1ccc(Br)cc1. Reaction SMILES: [Br-:24].[Br:6][c:7]1[cH:8][cH:9][c:10](-[c:13]2[c:14]([CH:22]=[O:23])[cH:15][c:16]([N:19]([CH3:20])[CH3:21])[cH:17][cH:18]2)[cH:11][cH:12]1.[CH2:45]1[O:46][CH2:47][CH2:48][CH2:49]1.[CH3:1][CH2:2][CH2:3][CH2:4][Li:5].[CH3:25][P+:26]([c:27]1[cH:28][cH:29][cH:30][cH:31][cH:32]1)([c:33]1[cH:34][cH:35][cH:36][cH:37][cH:38]1)[c:39]1[cH:40][cH:41][cH:42][cH:43][cH:44]1>>[CH2:1]=[CH:22][c:14]1[c:13](-[c:10]2[cH:9][cH:8][c:7]([Br:6])[cH:12][cH:11]2)[cH:18][cH:17][c:16]([N:19]([CH3:20])[CH3:21])[cH:15]1. The reactants are Br, CC[Mg]Cl, CN(C)C=O, C1CCOC1, BrC1=C(c2cccc3sccc23)N2CCN=C2S1. Yields the product O=CC1=C(c2cccc3sccc23)N2CCN=C2S1. As a reaction SMILES: [BrH:1].[CH3:20][CH2:21][Mg:22][Cl:23].[CH3:24][N:25]([CH:26]=[O:27])[CH3:28].[O:29]1[CH2:30][CH2:31][CH2:32][CH2:33]1.[s:2]1[c:3]2[c:4]([cH:5][cH:6]1)[c:7]([C:11]1=[C:15]([Br:16])[S:14][C:13]3=[N:17][CH2:18][CH2:19][N:12]13)[cH:8][cH:9][cH:10]2>>[s:2]1[c:3]2[c:4]([cH:5][cH:6]1)[c:7]([C:11]1=[C:15]([CH:26]=[O:27])[S:14][C:13]3=[N:17][CH2:18][CH2:19][N:12]13)[cH:8][cH:9][cH:10]2. The reactants are BrC=1C=CC2=C(C=C(CCO2)C(=O)OCC)C1 (ethyl 7-bromo-2,3-dihydro-1-benzoxepine-4-carboxylate), B(OC1=CC=C(C=C1)SC)([O-])[O-] (4-methylthiophenyl borate), C([O-])([O-])=O.[K+].[K+] (potassium carbonate). The reagents and catalysts are C=1C=CC(=CC1)[P](C=2C=CC=CC2)(C=3C=CC=CC3)[Pd]([P](C=4C=CC=CC4)(C=5C=CC=CC5)C=6C=CC=CC6)([P](C=7C=CC=CC7)(C=8C=CC=CC8)C=9C=CC=CC9)[P](C=1C=CC=CC1)(C=1C=CC=CC1)C=1C=CC=CC1 (tetrakistriphenyl-phosphinepalladium), C=1C=CC(=CC1)[P](C=2C=CC=CC2)(C=3C=CC=CC3)[Pd]([P](C=4C=CC=CC4)(C=5C=CC=CC5)C=6C=CC=CC6)([P](C=7C=CC=CC7)(C=8C=CC=CC8)C=9C=CC=CC9)[P](C=1C=CC=CC1)(C=1C=CC=CC1)C=1C=CC=CC1 (tetrakistriphenyl-phosphinepalladium). Run in C=1(C(=CC=CC1)CCO)C.O (toluene-ethanol water). Product: CSC1=CC=C(C=C1)C=1C=CC2=C(C=C(CCO2)C(=O)OCC)C1 (ethyl 7-(4-methylthiophenyl)-2,3-dihydro-1-benzoxepine-4-carboxylate). The yield is 38.6%. Reaction SMILES: Br[C:2]1[CH:3]=[CH:4][C:5]2[O:11][CH2:10][CH2:9][C:8]([C:12]([O:14][CH2:15][CH3:16])=[O:13])=[CH:7][C:6]=2[CH:17]=1.B([O-])([O-])O[C:20]1[CH:25]=[CH:24][C:23]([S:26][CH3:27])=[CH:22][CH:21]=1.C(=O)([O-])[O-].[K+].[K+]>C1(C)C(CCO)=CC=CC=1.O.C1C=CC([P]([Pd]([P](C2C=CC=CC=2)(C2C=CC=CC=2)C2C=CC=CC=2)([P](C2C=CC=CC=2)(C2C=CC=CC=2)C2C=CC=CC=2)[P](C2C=CC=CC=2)(C2C=CC=CC=2)C2C=CC=CC=2)(C2C=CC=CC=2)C2C=CC=CC=2)=CC=1>[CH3:27][S:26][C:23]1[CH:24]=[CH:25][C:20]([C:2]2[CH:3]=[CH:4][C:5]3[O:11][CH2:10][CH2:9][C:8]([C:12]([O:14][CH2:15][CH3:16])=[O:13])=[CH:7][C:6]=3[CH:17]=2)=[CH:21][CH:22]=1 |f:2.3.4,5.6,^1:50,52,71,90|. Reported procedure: Under argon atmosphere, a solution of ethyl 7-bromo-2,3-dihydro-1-benzoxepine-4-carboxylate (1.0 g), 4-methylthiophenyl borate (622 mg) and potassium carbonate (0.93 g) in toluene-ethanol-water (30-3-3 ml) was stirred at room temperature for 1 hour. To the reaction mixture was added tetrakistriphenyl-phosphinepalladium (117 mg), and the mixture was refluxed for 16 hours. To the reaction mixture was added tetrakistriphenyl-phosphinepalladium (0.13 g), and the mixture was refluxed for 24 hours and... Starting materials: COC1=CC=2[C@H]3[C@H](NC2C=C1)CCN(C3)CC3=CC=CC=C3 ((±)-trans-2,3,4,4a,5,9b-hexahydro-8-methoxy-2-(phenylmethyl)-1H-pyrido[4,3-b]indole), [H][H] (hydrogen). Reagents/catalysts: [Pd] (palladium-on-carbon). The solvent is CO (methanol). Product: COC1=CC=2[C@H]3[C@H](NC2C=C1)CCNC3 ((±)-trans-2,3,4,4a,5,9b-hexahydro-8-methoxy-1H-pyrido[4,3-b]indole). The yield is 77.8%. Reaction SMILES: [CH3:1][O:2][C:3]1[CH:11]=[CH:10][C:9]2[NH:8][C@@H:7]3[CH2:12][CH2:13][N:14](CC4C=CC=CC=4)[CH2:15][C@H:6]3[C:5]=2[CH:4]=1.[H][H]>CO.[Pd]>[CH3:1][O:2][C:3]1[CH:11]=[CH:10][C:9]2[NH:8][C@@H:7]3[CH2:12][CH2:13][NH:14][CH2:15][C@H:6]3[C:5]=2[CH:4]=1. Reported procedure: A mixture of intermediate 8 (11.3 g) in methanol (250 ml) was hydrogenated with palladium-on-carbon (10%, 2 g) as a catalyst. After uptake of hydrogen (1 equivalent), the catalyst was filtered off and the filtrate was evaporated. The residue was solidified in DIPE (30 ml). The precipitate was filtered off and dried, yielding 6.1 g (78%) of (±)-trans-2,3,4,4a,5,9b-hexahydro-8-methoxy-1H-pyrido[4,3-b]indole (intermediate 10). The reactants are NCC=1NC2=CC=C(C=C2C1C1=C(C=CC=C1)F)Cl (2-aminomethyl-5-chloro-3-(2-fluorophenyl)indole), C(C=C)#N (acrylonitrile). Product: Cl.ClC=1C=C2C(=C(NC2=CC1)CNCCC#N)C1=C(C=CC=C1)F (5-Chloro-2-[N(2-cyanoethyl)aminomethyl]-3-(2-fluorophenyl)indole hydrochloride). As a reaction SMILES: [NH2:1][CH2:2][C:3]1[NH:4][C:5]2[C:10]([C:11]=1[C:12]1[CH:17]=[CH:16][CH:15]=[CH:14][C:13]=1[F:18])=[CH:9][C:8]([Cl:19])=[CH:7][CH:6]=2.[C:20](#[N:23])[CH:21]=[CH2:22]>>[ClH:19].[Cl:19][C:8]1[CH:9]=[C:10]2[C:5](=[CH:6][CH:7]=1)[NH:4][C:3]([CH2:2][NH:1][CH2:22][CH2:21][C:20]#[N:23])=[C:11]2[C:12]1[CH:17]=[CH:16][CH:15]=[CH:14][C:13]=1[F:18] |f:2.3|. Procedure details: Treat 1.3 g of 2-aminomethyl-5-chloro-3-(2-fluorophenyl)indole with 8 ml of acrylonitrile and reflux for 16 hours. Concentrate to a residue and dissolve the residue in alcohol, e.g. ethanol. Add an ethanolic solution of hydrogen chloride, collect and dry the solid which precipitates out; the title compound melts at 212- 213°C. The reactants are N#Cc1cccc(C(=O)CBr)c1, Cc1ncccc1C(=O)NCC12CC3CC(CC(C3)C1)C2, CC(C)=O. Yields the product [Br-], Cc1c(C(=O)NCC23CC4CC(CC(C4)C2)C3)ccc[n+]1CC(=O)c1cccc(C#N)c1. Reaction SMILES: [Br:22][CH2:23][C:24](=[O:25])[c:26]1[cH:27][c:28]([C:29]#[N:30])[cH:31][cH:32][cH:33]1.[C:1]12([CH2:11][NH:12][C:13]([c:14]3[c:15]([CH3:20])[n:16][cH:17][cH:18][cH:19]3)=[O:21])[CH2:2][CH:3]3[CH2:4][CH:5]([CH2:6][CH:7]([CH2:8]1)[CH2:9]3)[CH2:10]2.[CH3:34][C:35](=[O:36])[CH3:37]>>[Br-:22].[C:1]12([CH2:11][NH:12][C:13]([c:14]3[c:15]([CH3:20])[n+:16]([CH2:23][C:24](=[O:25])[c:26]4[cH:27][c:28]([C:29]#[N:30])[cH:31][cH:32][cH:33]4)[cH:17][cH:18][cH:19]3)=[O:21])[CH2:2][CH:3]3[CH2:4][CH:5]([CH2:6][CH:7]([CH2:8]1)[CH2:9]3)[CH2:10]2. Starting materials: C(=O)C1=CC=C(OC2=CC=C(C=C2)CCC(=O)O)C=C1 (3-[4-(4-formylphenoxy)phenyl]propanoic acid), CC1=C(N)C=CC=C1[N+](=O)[O-] (2-methyl-3-nitroaniline). Product: CC1=C(C=CC=C1[N+](=O)[O-])NCC1=CC=C(OC2=CC=C(C=C2)CCC(=O)O)C=C1 (3-[4-(4-{[(2-methyl-3-nitrophenyl)amino]methyl}phenoxy)phenyl]propanoic acid). As a reaction SMILES: [CH:1]([C:3]1[CH:20]=[CH:19][C:6]([O:7][C:8]2[CH:13]=[CH:12][C:11]([CH2:14][CH2:15][C:16]([OH:18])=[O:17])=[CH:10][CH:9]=2)=[CH:5][CH:4]=1)=O.[CH3:21][C:22]1[C:28]([N+:29]([O-:31])=[O:30])=[CH:27][CH:26]=[CH:25][C:23]=1[NH2:24]>>[CH3:21][C:22]1[C:28]([N+:29]([O-:31])=[O:30])=[CH:27][CH:26]=[CH:25][C:23]=1[NH:24][CH2:1][C:3]1[CH:20]=[CH:19][C:6]([O:7][C:8]2[CH:13]=[CH:12][C:11]([CH2:14][CH2:15][C:16]([OH:18])=[O:17])=[CH:10][CH:9]=2)=[CH:5][CH:4]=1. Reported procedure: The product from Example 76A and 2-methyl-3-nitroaniline were processed as described in Example 6A to provide the title compound. Reactants: C(C)OC(C1=C(C=C(C=C1OCC)C(=O)Cl)OCC)=O (4-(chloroformyl)-2,6-diethoxy-benzoic ethyl ester), [S].N1=CC=CC2=CC=CC=C12 (quinoline sulfur), [H][H] (hydrogen). The reagents and catalysts are [Pd] (palladium/barium sulfate). Product: C(C)OC(C1=C(C=C(C=C1OCC)C=O)OCC)=O (2,6-diethoxy-4-formylbenzoic acid ethyl ester). RXN SMILES: [CH2:1]([O:3][C:4](=[O:20])[C:5]1[C:10]([O:11][CH2:12][CH3:13])=[CH:9][C:8]([C:14](Cl)=[O:15])=[CH:7][C:6]=1[O:17][CH2:18][CH3:19])[CH3:2].[S].N1C2C(=CC=CC=2)C=CC=1.[H][H]>[Pd]>[CH2:1]([O:3][C:4](=[O:20])[C:5]1[C:10]([O:11][CH2:12][CH3:13])=[CH:9][C:8]([CH:14]=[O:15])=[CH:7][C:6]=1[O:17][CH2:18][CH3:19])[CH3:2] |f:1.2,^3:20|. Procedure details: A mixture of 12 g. of 4-(chloroformyl)-2,6-diethoxy-benzoic ethyl ester, 1.4 g. of palladium/barium sulfate catalyst (5%) and 0.2 ml. of quinoline sulfur regulator are heated under an atmosphere of nitrogen at 120° with stirring. Thereafter, hydrogen is passed through the reaction mixture at 120° until 90% of the theoretical amount of acid salt is freed. The reduction is stopped, and the suspension under an atmosphere of nitrogen is cooled to 25°. The catalyst is removed by filtration and the fi... Reactants: C1(=CC=C(C=C1)S(=O)(=O)Cl)C (para-Toluenesulfonyl chloride), ice, CC12CC(CC(C=C1)(O2)C)O (1,5-dimethyl-8oxabicyclo[3.2.1]oct-6-en-3-ol), Cl (hydrochloric acid), ice. The solvent is N1=CC=CC=C1 (pyridine). Reaction conditions: temperature 0 celsius, time 0.5 hour. The product is C1(=CC=C(C=C1)S(=O)(=O)OC1CC2(C=CC(C1)(O2)C)C)C (1,5-Dimethyl-8-oxabicyclo[3.2.1]oct-6-en-3-yl p-Toluenesulfonate). Isolated yield 88.0%. RXN SMILES: [C:1]1([CH3:11])[CH:6]=[CH:5][C:4]([S:7](Cl)(=[O:9])=[O:8])=[CH:3][CH:2]=1.[CH3:12][C:13]12[O:20][C:17]([CH3:21])([CH:18]=[CH:19]1)[CH2:16][CH:15]([OH:22])[CH2:14]2.Cl>N1C=CC=CC=1>[C:1]1([CH3:11])[CH:6]=[CH:5][C:4]([S:7]([O:22][CH:15]2[CH2:16][C:17]3([CH3:21])[O:20][C:13]([CH3:12])([CH:19]=[CH:18]3)[CH2:14]2)(=[O:9])=[O:8])=[CH:3][CH:2]=1. Procedure details: para-Toluenesulfonyl chloride (15.5 g, ) was added portionwise over 20 minutes to an ice-cold stirred solution of 1,5-dimethyl-8oxabicyclo[3.2.1]oct-6-en-3-ol (10.0 g, ) in dry pyridine (75 ml). The reaction mixture was stirred at 0° C. for 0.5 hour, allowed to stand in a refrigerator (0° C.) for 72 hours, and poured into a mixture of 80 ml concentrated hydrochloric acid and 100 g of ice. After stirring for 10 minutes, the precipitated solid was filtered. The collected solid dissolved methylene ... Reactants: BrC=1C=C(C=CC1)NC1=C(C=NC2=CC=C(C=C12)NC(C=CCBr)=O)C#N (4-bromo-but-2-enoic acid [4-(3-bromo-phenylamino)-3-cyano-quinolin-6-yl]-amide), C(C)NCC (diethylamine), O (water), C(C)(=O)OCC (ethyl acetate). The solvent is CN(C=O)C (N, N-di-methylformamide), O1CCCC1 (tetrahydrofuran). Reaction conditions: time 2 hour. Yields the product BrC=1C=C(C=CC1)NC1=C(C=NC2=CC=C(C=C12)NC(C=CCN(CC)CC)=O)C#N (4-Diethylamino-but-2-enoic acid [4-(3-bromo-phenylamino)-3-cyano-quinolin-6-yl]-amide). Isolated yield 51.1%. RXN SMILES: [CH2:1]([NH:3][CH2:4][CH3:5])[CH3:2].[Br:6][C:7]1[CH:8]=[C:9]([NH:13][C:14]2[C:23]3[C:18](=[CH:19][CH:20]=[C:21]([NH:24][C:25](=[O:30])[CH:26]=[CH:27][CH2:28]Br)[CH:22]=3)[N:17]=[CH:16][C:15]=2[C:31]#[N:32])[CH:10]=[CH:11][CH:12]=1.O.C(OCC)(=O)C>O1CCCC1.CN(C)C=O>[Br:6][C:7]1[CH:8]=[C:9]([NH:13][C:14]2[C:23]3[C:18](=[CH:19][CH:20]=[C:21]([NH:24][C:25](=[O:30])[CH:26]=[CH:27][CH2:28][N:3]([CH2:4][CH3:5])[CH2:1][CH3:2])[CH:22]=3)[N:17]=[CH:16][C:15]=2[C:31]#[N:32])[CH:10]=[CH:11][CH:12]=1. Procedure details: A solution of 3.15 ml (30 mmoles) of diethylamine in 15 ml of tetrahydrofuran was cooled in an ice bath and a solution of 729 mg (1.5 mmoles) of 4-bromo-but-2-enoic acid [4-(3-bromo-phenylamino)-3-cyano-quinolin-6-yl]-amide in 5 ml of N, N-di-methylformamide was added dropwise. Stirring and cooling were continued for 2 hours. Then 25 ml of water and 15 ml of ethyl acetate were added. The layers were separated and aqueous layer was extracted with 2-15 ml portions of 1:1 tetrahydrofuran-ethyl acet...